This data is from the Open Reaction Database (ORD), a public repository of structured organic reaction records. The task is: describe an organic reaction: reactants, conditions, products, and yield The reactants are FC=1C=C2C(=NC1)N(C=C2B2OC(C(O2)(C)C)(C)C)S(=O)(=O)C2=CC=C(C=C2)C (5-fluoro-1-(p-tolylsulfonyl)-3-(4,4,5,5-tetramethyl-1,3,2-dioxaborolan-2-yl)pyrrolo[2,3-b]pyridine), FC=1C=C2C(=NC1)N(C=C2B2OC(C(O2)(C)C)(C)C)S(=O)(=O)C2=CC=C(C=C2)C (5-fluoro-1-(p-tolylsulfonyl)-3-(4,4,5,5-tetramethyl-1,3,2-dioxaborolan-2-yl)pyrrolo[2,3-b]pyridine), ClC1=NC=C(C(=N1)NC(CC(=O)OCC)C1(CCCCC1)C)F (racemic ethyl 3-(2-chloro-5-fluoropyrimidin-4-ylamino)-3-(1-methylcyclohexyl)propanoate), ClC1=NC=C(C(=N1)NC(CC(=O)OCC)C1(CCCCC1)C)F ((+/−)-ethyl 3-(2-chloro-5-fluoropyrimidin-4-ylamino)-3-(1-methylcyclohexyl)propanoate), [O-]P(=O)([O-])[O-].[K+].[K+].[K+] (K3PO4). The reagents and catalysts are C=1C=CC(=CC1)/C=C/C(=O)/C=C/C2=CC=CC=C2.C=1C=CC(=CC1)/C=C/C(=O)/C=C/C2=CC=CC=C2.C=1C=CC(=CC1)/C=C/C(=O)/C=C/C2=CC=CC=C2.[Pd].[Pd] (Pd2(dba)3), CC(C)C1=CC(=C(C(=C1)C(C)C)C2=C(C=CC=C2)P(C3CCCCC3)C4CCCCC4)C(C)C (X-Phos). The solvent is 2-methyl THF, O (water). Reaction conditions: temperature 115 celsius. Yields the product FC=1C(=NC(=NC1)C1=CN(C2=NC=C(C=C21)F)S(=O)(=O)C2=CC=C(C)C=C2)NC(CC(=O)OCC)C2(CCCCC2)C ((+/−)-ethyl 3-(5-fluoro-2-(5-fluoro-1-tosyl-1H-pyrrolo[2,3-b]pyridin-3-yl)pyrimidin-4ylamino)-3-(1-methylcyclohexyl)propanoate). Reaction SMILES: [F:1][C:2]1[CH:3]=[C:4]2[C:10](B3OC(C)(C)C(C)(C)O3)=[CH:9][N:8]([S:20]([C:23]3[CH:28]=[CH:27][C:26]([CH3:29])=[CH:25][CH:24]=3)(=[O:22])=[O:21])[C:5]2=[N:6][CH:7]=1.Cl[C:31]1[N:36]=[C:35]([NH:37][CH:38]([C:45]2([CH3:51])[CH2:50][CH2:49][CH2:48][CH2:47][CH2:46]2)[CH2:39][C:40]([O:42][CH2:43][CH3:44])=[O:41])[C:34]([F:52])=[CH:33][N:32]=1.[O-]P([O-])([O-])=O.[K+].[K+].[K+]>O.C1C=CC(/C=C/C(/C=C/C2C=CC=CC=2)=O)=CC=1.C1C=CC(/C=C/C(/C=C/C2C=CC=CC=2)=O)=CC=1.C1C=CC(/C=C/C(/C=C/C2C=CC=CC=2)=O)=CC=1.[Pd].[Pd].CC(C1C=C(C(C)C)C(C2C=CC=CC=2P(C2CCCCC2)C2CCCCC2)=C(C(C)C)C=1)C>[F:52][C:34]1[C:35]([NH:37][CH:38]([C:45]2([CH3:51])[CH2:50][CH2:49][CH2:48][CH2:47][CH2:46]2)[CH2:39][C:40]([O:42][CH2:43][CH3:44])=[O:41])=[N:36][C:31]([C:10]2[C:4]3[C:5](=[N:6][CH:7]=[C:2]([F:1])[CH:3]=3)[N:8]([S:20]([C:23]3[CH:28]=[CH:27][C:26]([CH3:29])=[CH:25][CH:24]=3)(=[O:22])=[O:21])[CH:9]=2)=[N:32][CH:33]=1 |f:2.3.4.5,7.8.9.10.11|. Procedure: A solution of 5-fluoro-1-(p-tolylsulfonyl)-3-(4,4,5,5-tetramethyl-1,3,2-dioxaborolan-2-yl)pyrrolo[2,3-b]pyridine, 7a, (0.51 g, 1.22 mmol), racemic ethyl 3-(2-chloro-5-fluoropyrimidin-4-ylamino)-3-(1-methylcyclohexyl)propanoate, 206a, (0.35 g, 1.02 mmol) and K3PO4 (0.52 g, 2.44 mmol) in 2-methyl THF (8 mL) and water (2 mL) was degassed under a stream of nitrogen for 30 minutes. X-Phos (0.03 g, 0.07 mmol) and Pd2(dba)3 (0.02 g, 0.02 mmol) were added and the resulting mixture was heated at 115° C. ... Reactants: OCCBr, ClCCl, C1=COCCC1, Cc1ccc(S(=O)(=O)O)cc1. Yields the product BrCCOC1CCCCO1. Reaction SMILES: [Br:18][CH2:19][CH2:20][OH:21].[CH2:22]([Cl:23])[Cl:24].[O:1]1[CH2:2][CH2:3][CH2:4][CH:5]=[CH:6]1.[c:7]1([CH3:8])[cH:9][cH:10][c:11]([S:12]([OH:13])(=[O:14])=[O:15])[cH:16][cH:17]1>>[O:1]1[CH2:2][CH2:3][CH2:4][CH2:5][CH:6]1[O:21][CH2:20][CH2:19][Br:18].